From a dataset of the Open Reaction Database (ORD), a public repository of structured organic reaction records. describe an organic reaction: reactants, conditions, products, and yield The reactants are C[Si](C)(C)[N-][Si](C)(C)C.[Na+] (NaN(TMS)2), O=C1CC(N(C2=C(N1CC(=O)N(C1=CC=C(C=C1)OC)C(C)C)C=CC=C2)C2=NC=CC=C2)=O (2-(2,4-dioxo-5-pyrid-2-yl-2,3,4,5-tetrahydro-benzo[b][1,4]diazepin-1-yl)-N-isopropyl-N-(4-methoxy-phenyl) acetamide), Intermediate 36, C(C)(C)(C)OC(=O)N1N=C(C2=CC=CC=C12)CBr (N-tert-butoxycarbonyl-3-bromomethyl-indazole). The solvent is C1CCOC1 (THF), CN(C)C=O (DMF), CN(C)C=O (DMF). Reaction conditions: temperature 0 celsius, time 10 minute. Yields the product N1N=C(C2=CC=CC=C12)CC1C(N(C2=C(N(C1=O)CC(=O)N(C1=CC=C(C=C1)OC)C(C)C)C=CC=C2)C2=NC=CC=C2)=O (2-[3-(1H-Indazol-3-ylmethyl)-2,4-dioxo-5-pyrid-2-yl-2,3,4,5-tetrahydro-benzo[b][1,4]diazepin-1-yl]-N-isopropyl-N-(4-methoxy-phenyl) acetamide). Yield: 50.7%. Reaction SMILES: [O:1]=[C:2]1[N:8]([CH2:9][C:10]([N:12]([CH:21]([CH3:23])[CH3:22])[C:13]2[CH:18]=[CH:17][C:16]([O:19][CH3:20])=[CH:15][CH:14]=2)=[O:11])[C:7]2[CH:24]=[CH:25][CH:26]=[CH:27][C:6]=2[N:5]([C:28]2[CH:33]=[CH:32][CH:31]=[CH:30][N:29]=2)[C:4](=[O:34])[CH2:3]1.C[Si]([N-][Si](C)(C)C)(C)C.[Na+].C(OC([N:52]1[C:60]2[C:55](=[CH:56][CH:57]=[CH:58][CH:59]=2)[C:54]([CH2:61]Br)=[N:53]1)=O)(C)(C)C>CN(C=O)C.C1COCC1>[NH:52]1[C:60]2[C:55](=[CH:56][CH:57]=[CH:58][CH:59]=2)[C:54]([CH2:61][CH:3]2[C:2](=[O:1])[N:8]([CH2:9][C:10]([N:12]([CH:21]([CH3:23])[CH3:22])[C:13]3[CH:14]=[CH:15][C:16]([O:19][CH3:20])=[CH:17][CH:18]=3)=[O:11])[C:7]3[CH:24]=[CH:25][CH:26]=[CH:27][C:6]=3[N:5]([C:28]3[CH:33]=[CH:32][CH:31]=[CH:30][N:29]=3)[C:4]2=[O:34])=[N:53]1 |f:1.2|. Procedure details: A solution of 0.35 g (0.77 mmol, 1.0 equiv) of 2-(2,4-dioxo-5-pyrid-2-yl-2,3,4,5-tetrahydro-benzo[b][1,4]diazepin-1-yl)-N-isopropyl-N-(4-methoxy-phenyl) acetamide, prepared as in Intermediate 36, in 7 mL of DMF is cooled in an ice/water bath. 0.85 mL (0.84 mmol, 1.1 equiv) of 1M NaN(TMS)2 in THF is added and the solution stirred at 0° C. for 10 min. A solution of 0.26 g (0.84 mmol, 1.1 equiv) of N-tert-butoxycarbonyl-3-bromomethyl-indazole in 3 mL of DMF is added and the resulting yellow solutio...